Dataset: the Open Reaction Database (ORD), a public repository of structured organic reaction records. Task: describe an organic reaction: reactants, conditions, products, and yield Reactants: COC1=C2C=CC(=CC2=CC=C1OC)C(=O)O (5,6-dimethoxy-2-naphthoic acid). The solvent is N1=CC=CC=C1 (pyridine), N1=CC=CC=C1 (pyridine). Yields the product C1(=CC=CC=C1)CCOC(=O)C1=CC2=CC=C(C(=C2C=C1)O)O (5,6-Dihydroxy-2-naphthoic acid β-phenylethyl ester). Yield: 36.0%. As a reaction SMILES: C[O:2][C:3]1[C:12]([O:13]C)=[CH:11][CH:10]=[C:9]2[C:4]=1[CH:5]=[CH:6][C:7]([C:15]([OH:17])=[O:16])=[CH:8]2>N1C=CC=CC=1>[C:4]1([CH2:5][CH2:6][O:17][C:15]([C:7]2[CH:6]=[CH:5][C:4]3[C:9](=[CH:10][CH:11]=[C:12]([OH:13])[C:3]=3[OH:2])[CH:8]=2)=[O:16])[CH:9]=[CH:10][CH:11]=[CH:12][CH:3]=1. Reported procedure: A total of 240 mg (1.0 mmol) of 5,6-dimethoxy-2-naphthoic acid (Burke, T. R., et al., J. Med. Chem. (1993) 36, 425-432) was heated neat with pyridine.HCL (5.0 g) at 180°-200° C. under argon (40 minutes). Excess pyridine.HCL was distilled off under high vacuum and residue mixed with 1N HCL (20 mL), giving 5,6-dihydroxy-2-naphtohoic acid a light yellow solid which was collected by filtration (160 mg). A 140 mg (0.7 mmol) portion was reacted β-phenylethyl alcohol as described for compound 67H-46-A ... Reactants: [N+](=O)([O-])C=1C=C(C(=CC1)N)N (4-nitrobenzene-1,2-diamine), BrC1=CC=C(C=C1)N=C=S (4-bromo phenyl isothiocyanate), IC (iodomethane). Solvent: CO (methanol). Run at temperature 60 celsius, time 2 hour. Yields the product BrC1=CC=C(C=C1)NC=1NC2=C(N1)C=CC(=C2)[N+](=O)[O-] ((4-bromophenyl)(5-nitrobenzimidazol-2-yl)amine). Reaction SMILES: [N+:1]([C:4]1[CH:5]=[C:6]([NH2:11])[C:7]([NH2:10])=[CH:8][CH:9]=1)([O-:3])=[O:2].[Br:12][C:13]1[CH:18]=[CH:17][C:16]([N:19]=[C:20]=S)=[CH:15][CH:14]=1.IC>CO>[Br:12][C:13]1[CH:18]=[CH:17][C:16]([NH:19][C:20]2[NH:11][C:6]3[CH:5]=[C:4]([N+:1]([O-:3])=[O:2])[CH:9]=[CH:8][C:7]=3[N:10]=2)=[CH:15][CH:14]=1. Reported procedure: A solution of the 4-nitrobenzene-1,2-diamine in methanol was treated with 4-bromo phenyl isothiocyanate (1 eq) and stirred at 60° C. for 2 hours. The reaction mixture was cooled down to room temperature and iodomethane (1 eq) was added and stirred overnight at 60° C. The reaction was concentrated and purified on silica gel to yield (4-bromophenyl)(5-nitrobenzimidazol-2-yl)amine. The product was taken in methanol and hydrogenated with catalytic amount of 10% Pd/C to give ((5-aminobenzimidazol-2-y... Reactants: CO (methanol), ClC1=C(C(CN2C=NC=C2)=O)C=CC(=C1)Cl (1-(2,4-dichlorophenacyl) imidazole), [BH4-].[Na+] (sodium borohydride). Run in solution. Reaction conditions: time 0.5 hour. Product: OC(CC1=C(C=C(C=C1)Cl)Cl)N1C=NC=C1 (1-(α-Hydroxy-2,4-dichlorophenethyl)imidazole). Reaction SMILES: C[OH:2].[Cl:3][C:4]1[CH:17]=[C:16]([Cl:18])[CH:15]=[CH:14][C:5]=1[C:6](=O)[CH2:7][N:8]1[CH:12]=[CH:11][N:10]=[CH:9]1.[BH4-].[Na+]>>[OH:2][CH:7]([N:8]1[CH:12]=[CH:11][N:10]=[CH:9]1)[CH2:6][C:5]1[CH:14]=[CH:15][C:16]([Cl:18])=[CH:17][C:4]=1[Cl:3] |f:2.3|. Reported procedure: A 150 ml solution of methanol containing 15.6 g (0.061 mole) of 1-(2,4-dichlorophenacyl) imidazole cooled to 0°-5° C. was treated with 1.38 g (0.037 mole) of sodium borohydride in portions. The reaction was stirred 1/2 hour and the methanol removed at reflux while adding 100 ml of H2O. The refluxing aqueous mixture was treated with 16 ml of conc. HCl, cooled, and treated with 50 ml of conc. NH4OH. The mixture was extracted with methylene chloride, dried over MgSO4, and concentrated to give 11.3 ... Starting materials: [OH-].[NH4+] (ammonium hydroxide), Cl (hydrochloric acid), [F-].[F-].[F-].NC1=C(C=CC=C1)[N+](=O)[O-] (4-amino-3-nitrobenzene trifluoride), reduced iron. Run in C(C)O (ethanol). Reaction conditions: temperature 80 celsius, time 15 minute. Yields the product [F-].[F-].[F-].NC=1C=CC=CC1N (3,4-diaminobenzene trifluoride). The yield is 220.8%. RXN SMILES: Cl.[F-:2].[F-].[F-].[NH2:5][C:6]1[CH:11]=[CH:10][CH:9]=[CH:8][C:7]=1[N+:12]([O-])=O.[OH-].[NH4+]>C(O)C>[F-:2].[F-:2].[F-:2].[NH2:5][C:6]1[CH:11]=[CH:10][CH:9]=[CH:8][C:7]=1[NH2:12] |f:1.2.3.4,5.6,8.9.10.11|. Reported procedure: A concentrated hydrochloric acid solution (120 mL) was added to a suspension of 4-amino-3-nitrobenzene trifluoride (20.06 g) and ethanol (400 mL) in air. The mixture was heated to 80° C. with stirring. After reduced iron (27.09 g) was gradually added thereto over a period of 15 minutes, the mixture was heated to reflux for 1 hour with stirring. After the mixture was cooled on ice, the resulting solution was neutralized with aqueous ammonium hydroxide and then extracted with dichloromethane. The ... The reactants are [Br-], C[n+]1ccccc1SCC(=O)c1ccc(NS(=O)(=O)c2ccc(OC(F)(F)F)cc2)cc1, [Na+], [OH-], O. The product is O=C(CS)c1ccc(NS(=O)(=O)c2ccc(OC(F)(F)F)cc2)cc1. RXN SMILES: [Br-:1].[CH3:2][n+:3]1[cH:4][cH:5][cH:6][cH:7][c:8]1[S:9][CH2:10][C:11]([c:12]1[cH:13][cH:14][c:15]([NH:18][S:19](=[O:20])(=[O:21])[c:22]2[cH:23][cH:24][c:25]([O:28][C:29]([F:30])([F:31])[F:32])[cH:26][cH:27]2)[cH:16][cH:17]1)=[O:33].[Na+:35].[OH-:34].[OH2:36]>>[SH:9][CH2:10][C:11]([c:12]1[cH:13][cH:14][c:15]([NH:18][S:19](=[O:20])(=[O:21])[c:22]2[cH:23][cH:24][c:25]([O:28][C:29]([F:30])([F:31])[F:32])[cH:26][cH:27]2)[cH:16][cH:17]1)=[O:33]. The reactants are N1=CC=NC=2SC3=C(NC21)C=C(C=C3)CC(=O)O (10H-pyrazino[2,3-b][1,4]benzothiazine-8-acetic acid), Cl.Cl.NCCCN1CCC(CC1)C(=O)OCC (ethyl 1-(3-aminopropyl)piperidine-4-carboxylate dihydrochloride), ON1N=NC2=C1C=CC=C2 (1-hydroxybenzotriazole), CN(CCCN=C=NCC)C (1-(3-dimethylaminopropyl)-3-ethylcarbodiimide). The solvent is O (water), C(C)N(CC)CC (triethylamine), CN(C=O)C (N,N-dimethylformamide). Run at time 22 hour. Yields the product C(C)OC(=O)C1CCN(CC1)CCCNC(CC=1C=CC2=C(NC3=C(S2)N=CC=N3)C1)=O (Ethyl[1-[3-[(10H-pyrazino[2,3-b][1,4]benzothiazin-8-yl)acetylamino]propyl]piperidin-4-yl]carboxylate). Yield: 68.3%. As a reaction SMILES: [N:1]1[C:10]2[NH:9][C:8]3[CH:11]=[C:12]([CH2:15][C:16]([OH:18])=O)[CH:13]=[CH:14][C:7]=3[S:6][C:5]=2[N:4]=[CH:3][CH:2]=1.Cl.Cl.[NH2:21][CH2:22][CH2:23][CH2:24][N:25]1[CH2:30][CH2:29][CH:28]([C:31]([O:33][CH2:34][CH3:35])=[O:32])[CH2:27][CH2:26]1.ON1C2C=CC=CC=2N=N1.CN(C)CCCN=C=NCC>O.C(N(CC)CC)C.CN(C)C=O>[CH2:34]([O:33][C:31]([CH:28]1[CH2:27][CH2:26][N:25]([CH2:24][CH2:23][CH2:22][NH:21][C:16](=[O:18])[CH2:15][C:12]2[CH:13]=[CH:14][C:7]3[S:6][C:5]4[N:4]=[CH:3][CH:2]=[N:1][C:10]=4[NH:9][C:8]=3[CH:11]=2)[CH2:30][CH2:29]1)=[O:32])[CH3:35] |f:1.2.3|. Procedure: To 10 ml of N,N-dimethylformamide were added 0.6 g of 10H-pyrazino[2,3-b][1,4]benzothiazine-8-acetic acid, 0.8 g of ethyl 1-(3-aminopropyl)piperidine-4-carboxylate dihydrochloride, 0.38 g of 1-hydroxybenzotriazole, 1.07 ml of triethylamine and 0.53 g of 1-(3-dimethylaminopropyl)-3-ethylcarbodiimide and the resulting mixture was stirred at room temperature for 22 hours. After adding water, the reaction mixture was extracted with ethyl acetate. The ethyl acetate layer was washed with water and a s... The reactants are CC(=O)OC(C)=O, ClCCl, NCC1CCOCC1. The product is CC(=O)NCC1CCOCC1. Reaction SMILES: [CH3:9][C:10](=[O:11])[O:12][C:13](=[O:14])[CH3:15].[Cl:16][CH2:17][Cl:18].[O:1]1[CH2:2][CH2:3][CH:4]([CH2:7][NH2:8])[CH2:5][CH2:6]1>>[O:1]1[CH2:2][CH2:3][CH:4]([CH2:7][NH:8][C:10]([CH3:9])=[O:11])[CH2:5][CH2:6]1. Reactants: N#Cc1cc(C(=O)O)ccc1F, CNC1CN(C(=O)C2CCN(C(=O)C3(C)CC3)CC2)CC1c1ccc(Cl)c(Cl)c1. Yields the product CN(C(=O)c1ccc(F)c(C#N)c1)C1CN(C(=O)C2CCN(C(=O)C3(C)CC3)CC2)CC1c1ccc(Cl)c(Cl)c1. RXN SMILES: [C:30](#[N:31])[c:32]1[cH:33][c:34]([C:35](=[O:36])[OH:37])[cH:38][cH:39][c:40]1[F:41].[Cl:1][c:2]1[cH:3][c:4]([CH:9]2[CH2:10][N:11]([C:16](=[O:17])[CH:18]3[CH2:19][CH2:20][N:21]([C:24](=[O:25])[C:26]4([CH3:29])[CH2:27][CH2:28]4)[CH2:22][CH2:23]3)[CH2:12][CH:13]2[NH:14][CH3:15])[cH:5][cH:6][c:7]1[Cl:8]>>[Cl:1][c:2]1[cH:3][c:4]([CH:9]2[CH2:10][N:11]([C:16](=[O:17])[CH:18]3[CH2:19][CH2:20][N:21]([C:24](=[O:25])[C:26]4([CH3:29])[CH2:27][CH2:28]4)[CH2:22][CH2:23]3)[CH2:12][CH:13]2[N:14]([CH3:15])[C:35]([c:34]2[cH:33][c:32]([C:30]#[N:31])[c:40]([F:41])[cH:39][cH:38]2)=[O:37])[cH:5][cH:6][c:7]1[Cl:8]. Starting materials: [Na+].[Cl-] (NaCl), C(C)(=O)OC[C@H]1OC(C[C@@H](C1)O)O (((2S,4R)-4,6-dihydroxytetrahydro-2H-pyran-2-yl)methyl acetate), BrBr (Br2), C([O-])([O-])=O.[Ba+2] (Barium carbonate). The solvent is O (water). Reaction conditions: time 8 hour. Yields the product C(C)(=O)OC[C@H]1OC(C[C@@H](C1)O)=O (((2S,4R)-4-hydroxy-6-oxotetrahydro-2H-pyran-2-yl)methyl acetate). As a reaction SMILES: [C:1]([O:4][CH2:5][C@@H:6]1[CH2:11][C@@H:10]([OH:12])[CH2:9][CH:8]([OH:13])[O:7]1)(=[O:3])[CH3:2].C(=O)([O-])[O-].[Ba+2].BrBr.[Na+].[Cl-]>O>[C:1]([O:4][CH2:5][C@@H:6]1[CH2:11][C@@H:10]([OH:12])[CH2:9][C:8](=[O:13])[O:7]1)(=[O:3])[CH3:2] |f:1.2,4.5|. Procedure details: The solution of ((2S,4R)-4,6-dihydroxytetrahydro-2H-pyran-2-yl)methyl acetate (IV) (1 eq) in water was cooled down to 0° C. Barium carbonate (1.4 eq) was added followed by a dropwise addition of Br2 (1.2 eq) and the reaction was stirred overnight at room temperature. The solution was saturated with NaCl and extracted four times with EtOAc. The combined organic phases were dried over MgSO4 and concentrated. The purification using flash chromatography (hexane/acetone=75/25 to 55/45) furnished ((2S...